This data is from the Open Reaction Database (ORD), a public repository of structured organic reaction records. The task is: describe an organic reaction: reactants, conditions, products, and yield Reactants: S(=O)(=O)(OC)OC (dimethyl sulfate), OC1=C(NS(C2=C1C=CC=C2)(=O)=O)C(=O)OC(C)C (isopropyl 4-hydroxy-2H-1,2-benzothiazine-3-carboxylate 1,1-dioxide), [OH-].[Na+] (sodium hydroxide). The solvent is O (water), C(C)(C)O (isopropanol), O (water). Reaction conditions: time 4 hour. The product is OC1=C(N(S(C2=C1C=CC=C2)(=O)=O)C)C(=O)OC(C)C (isopropyl 4-hydroxy-2-methyl-2H-1,2-benzothiazine-3-carboxylate 1,1-dioxide). As a reaction SMILES: S(OC)(O[CH3:5])(=O)=O.[OH:8][C:9]1[C:14]2[CH:15]=[CH:16][CH:17]=[CH:18][C:13]=2[S:12](=[O:20])(=[O:19])[NH:11][C:10]=1[C:21]([O:23][CH:24]([CH3:26])[CH3:25])=[O:22].[OH-].[Na+]>O.C(O)(C)C>[OH:8][C:9]1[C:14]2[CH:15]=[CH:16][CH:17]=[CH:18][C:13]=2[S:12](=[O:19])(=[O:20])[N:11]([CH3:5])[C:10]=1[C:21]([O:23][CH:24]([CH3:26])[CH3:25])=[O:22] |f:2.3|. Procedure: 1,425 ml (15 mol) of dimethyl sulfate are added at between 10° and 15° C. to a solution of 2,833 g (10 mol) of isopropyl 4-hydroxy-2H-1,2-benzothiazine-3-carboxylate 1,1-dioxide and 440 g (11 mol) of sodium hydroxide in 4 l of water and 11.3 l of isopropanol. The mixture is maintained with stirring for 4 hours at room temperature, diluted with 28 l of water and cooled to 0°-5° C. The precipitate obtained is centrifuged, washed with cold water and dried, 2.675 g (90%) of a white or slightly pink ...